Dataset: the Open Reaction Database (ORD), a public repository of structured organic reaction records. Task: describe an organic reaction: reactants, conditions, products, and yield Starting materials: Cl.Cl.ClC=1C(=C(C=CC1)NC1=NC=NC2=CC(=C(C=C12)OC)O[C@@H]1CNCCC1)F (N-(3-chloro-2-fluorophenyl)-6-methoxy-7-[(3S)-piperidin-3-yloxy]quinazolin-4-amine dihydrochloride), C(CO)(=O)O (glycolic acid). Product: ClC=1C(=C(NC2=NC=NC3=CC(=C(C=C23)OC)O[C@@H]2CN(CCC2)C(CO)=O)C=CC1)F (2-[(3S)-3-({4-[3-chloro-2-fluoroanilino]-6-methoxyquinazolin-7-yl}oxy)piperidin-1-yl]-2-oxoethanol). Isolated yield 43.4%. As a reaction SMILES: Cl.Cl.[Cl:3][C:4]1[C:5]([F:30])=[C:6]([NH:10][C:11]2[C:20]3[C:15](=[CH:16][C:17]([O:23][C@H:24]4[CH2:29][CH2:28][CH2:27][NH:26][CH2:25]4)=[C:18]([O:21][CH3:22])[CH:19]=3)[N:14]=[CH:13][N:12]=2)[CH:7]=[CH:8][CH:9]=1.[C:31](O)(=[O:34])[CH2:32][OH:33]>>[Cl:3][C:4]1[C:5]([F:30])=[C:6]([CH:7]=[CH:8][CH:9]=1)[NH:10][C:11]1[C:20]2[C:15](=[CH:16][C:17]([O:23][C@H:24]3[CH2:29][CH2:28][CH2:27][N:26]([C:32](=[O:33])[CH2:31][OH:34])[CH2:25]3)=[C:18]([O:21][CH3:22])[CH:19]=2)[N:14]=[CH:13][N:12]=1 |f:0.1.2|. Procedure: Using an analogous procedure to that described in Example 5 N-(3-chloro-2-fluorophenyl)-6-methoxy-7-[(3S)-piperidin-3-yloxy]quinazolin-4-amine dihydrochloride (250 mg) was coupled with glycolic acid (0.045 g). The resulting product was purified by flash column chromatography eluting with methanol (3%) and methylene chloride (97%) to give a foam. This was re-precipitated by stirring in diethyl ether (20 ml) to give the title product as a white solid (0.105 g); 1H NMR Spectrum: (DMSO d6 373K) 1.59... Reactants: OC1=C(C(CC1)=O)CCC#CCCC(=O)OC (3-hydroxy-2-(6-methoxycarbonyl-3-hexynyl)-2-cyclopentenone), [OH-].[Na+] (sodium hydroxide), O (water). The solvent is C(C)(=O)O (acetic acid). Run at temperature 100 celsius, time 25 hour. Yields the product OC1C=C(C(C1)=O)CCC#CCCC(=O)OC (4-hydroxy-2-(6-methoxycarbonyl-3-hexynyl)-2-cyclopentenone). Yield: 76.0%. As a reaction SMILES: [OH2:1].[OH-].[Na+].[OH:4][C:5]1[CH2:9][CH2:8][C:7](=O)[C:6]=1[CH2:11][CH2:12][C:13]#[C:14][CH2:15][CH2:16][C:17]([O:19][CH3:20])=[O:18]>C(O)(=O)C>[OH:1][CH:8]1[CH2:9][C:5](=[O:4])[C:6]([CH2:11][CH2:12][C:13]#[C:14][CH2:15][CH2:16][C:17]([O:19][CH3:20])=[O:18])=[CH:7]1 |f:1.2|. Procedure: To the compound [VIII-1] (28.3 g, 0.12 mole) obtained above are added water (1200 g) and acetic acid (1.5 g), and the pH value thereof is adjusted to pH 4.4 with 5 % aqueous sodium hydroxide solution. The mixture is heated, with stirring at 100° C. for 25 hours. After completion of the reaction, the reaction solution is cooled and extracted twice with methyl isobutyl ketone (300 ml). The extract is separated and concentrated to give a mixture (21.5 g, yield; 76 %) of 4-hydroxy-2-(6-methoxycarbon... The reactants are COC1=CC=C2CC(C(C2=C1)CC=1N=CNC1)C1=CC=CC=C1 (4-[(2,3-dihydro-6-methoxy-2-phenyl-1H-inden-1-yl)methyl]-1H-imidazole), Br (hydrobromic acid). The solvent is O (water). Conditions: temperature 135 celsius. Product: N1C=NC(=C1)CC1C(CC2=CC=C(C=C12)O)C1=CC=CC=C1 (3-(1H-Imidazol-4-ylmethyl)-2-phenylindan-5-ol). As a reaction SMILES: C[O:2][C:3]1[CH:11]=[C:10]2[C:6]([CH2:7][CH:8]([C:18]3[CH:23]=[CH:22][CH:21]=[CH:20][CH:19]=3)[CH:9]2[CH2:12][C:13]2[N:14]=[CH:15][NH:16][CH:17]=2)=[CH:5][CH:4]=1.Br>O>[NH:16]1[CH:17]=[C:13]([CH2:12][CH:9]2[C:10]3[C:6](=[CH:5][CH:4]=[C:3]([OH:2])[CH:11]=3)[CH2:7][CH:8]2[C:18]2[CH:23]=[CH:22][CH:21]=[CH:20][CH:19]=2)[N:14]=[CH:15]1. Procedure details: A mixture of 4-[(2,3-dihydro-6-methoxy-2-phenyl-1H-inden-1-yl)methyl]-1H-imidazole (370 mg as base) and 48 wt. % hydrobromic acid (15 ml) was heated at 130-140° C. for 2 hours with stirring. The cooled reaction mixture was poured into water and made basic (pH 8). The resulting precipitate was filtered and washed with water. The product was purified by flash chromatography (elution with a dichloromethane—methanol gradient).